This data is from the Open Reaction Database (ORD), a public repository of structured organic reaction records. The task is: describe an organic reaction: reactants, conditions, products, and yield Product: C(C)(C)(C)C=1C=C2CN(C(C2=CC1)=O)C1=C(C(=CC=C1)C1=CN(C(C(=C1)NC1=NC=CC=C1)=O)C)CO (5-tert-Butyl-2-(2-(hydroxymethyl)-3-(1-methyl-6-oxo-5-(pyridin-2-ylamino)-1,6-dihydropyridin-3-yl)phenyl)isoindolin-1-one). The reactants are C(C)(C)(C)C=1C=C2CN(C(C2=CC1)=O)C1=C(C(=CC=C1)C1=CN(C(C(=C1)NC1=NN(C(=C1)C)C)=O)C)CO (5-tert-Butyl-2-(3-(5-(1,5-dimethyl-1H-pyrazol-3-ylamino)-1-methyl-6-oxo-1,6-dihydropyridin-3-yl)-2-(hydroxymethyl)phenyl)isoindolin-1-one), C(C)(=O)OCC1=C(C=CC=C1B1OC(C(O1)(C)C)(C)C)N1C(C2=CC=C(C=C2C1)C(C)(C)C)=O (2-(5-tert-Butyl-1-oxoisoindolin-2-yl)-6-(4,4,5,5-tetramethyl-1,3,2-dioxaborolan-2-yl)benzyl Acetate), BrC=1C=C(C(N(C1)C)=O)NC1=NC=CC=C1 (5-Bromo-1-methyl-3-(pyridin-2-ylamino)pyridin-2(1H)-one). Reported procedure: Using the same general procedure as described for the preparation of 105, reaction 103f (298 mg, 0.643 mmol) with 113a (150 mg, 0.536 mmol) gave a 34% yield (90 mg) of 113 as a white solid: mp 138-139° C.; 1H NMR (500 MHz, DMSO-d6) δ 8.68 (d, 1H, J=2.0 Hz), 8.58 (s, 1H), 8.17 (m, 1H), 7.73-7.71 (m, 2H), 7.62-7.56 (m, 2H), 7.50 (t, 1H, J=7.5 Hz), 7.44 (d, 1H, J=7.5 Hz), 7.39-7.37 (m, 2H), 7.28 (d, 1H, J=7.5 Hz), 6.78 (dd, 1H, J=6.5, 5.0 Hz), 4.94 (s, 2H), 4.89 (t, 1H, J=4.5 Hz), 4.34 (d, 2H, J=4.... Isolated yield 34.0%. As a reaction SMILES: [C:1]([C:5]1[CH:6]=[C:7]2[C:11](=[CH:12][CH:13]=1)[C:10](=[O:14])[N:9]([C:15]1[CH:20]=[CH:19][CH:18]=[C:17]([C:21]3[CH:26]=[C:25]([NH:27][C:28]4[CH:32]=[C:31]([CH3:33])N(C)[N:29]=4)[C:24](=[O:35])[N:23]([CH3:36])[CH:22]=3)[C:16]=1[CH2:37][OH:38])[CH2:8]2)([CH3:4])([CH3:3])[CH3:2].[C:39](OCC1C(B2OC(C)(C)C(C)(C)O2)=CC=CC=1N1CC2C(=CC=C(C(C)(C)C)C=2)C1=O)(=O)C.BrC1C=C(NC2C=CC=CN=2)C(=O)N(C)C=1>>[C:1]([C:5]1[CH:6]=[C:7]2[C:11](=[CH:12][CH:13]=1)[C:10](=[O:14])[N:9]([C:15]1[CH:20]=[CH:19][CH:18]=[C:17]([C:21]3[CH:26]=[C:25]([NH:27][C:28]4[CH:32]=[CH:31][CH:33]=[CH:39][N:29]=4)[C:24](=[O:35])[N:23]([CH3:36])[CH:22]=3)[C:16]=1[CH2:37][OH:38])[CH2:8]2)([CH3:3])([CH3:4])[CH3:2].